Dataset: the Open Reaction Database (ORD), a public repository of structured organic reaction records. Task: describe an organic reaction: reactants, conditions, products, and yield The reactants are ClCCl, CC(C)OC(C)C, O=C(OO)c1cccc(Cl)c1, O=C(Nc1cnc2c(c1)CCCC2)C(Cl)(Cl)Cl. Yields the product O=C(Nc1cc2c([n+]([O-])c1)CCCC2)C(Cl)(Cl)Cl. RXN SMILES: [CH2:36]([Cl:37])[Cl:38].[CH:29]([O:30][CH:31]([CH3:32])[CH3:33])([CH3:34])[CH3:35].[Cl:18][c:19]1[cH:20][cH:21][cH:22][c:23]([C:24]([O:25][OH:27])=[O:26])[cH:28]1.[Cl:1][C:2]([C:3](=[O:4])[NH:5][c:6]1[cH:7][n:8][c:9]2[c:14]([cH:15]1)[CH2:13][CH2:12][CH2:11][CH2:10]2)([Cl:16])[Cl:17]>>[Cl:1][C:2]([C:3](=[O:4])[NH:5][c:6]1[cH:7][n+:8]([O-:26])[c:9]2[c:14]([cH:15]1)[CH2:13][CH2:12][CH2:11][CH2:10]2)([Cl:16])[Cl:17]. The reactants are FC1=CC=C(C=C1)NC1CCN(CC1)C(=O)OC(C)(C)C (tert-butyl 4-[(4-fluorophenyl)amino]piperidine-1-carboxylate), [H-].[Na+] (sodium hydride), CI (methyl iodide), resultant solution, [Cl-].[NH4+] (ammonium chloride). The solvent is CN(C=O)C (N,N-dimethylformamide). Yields the product FC1=CC=C(C=C1)N(C1CCN(CC1)C(=O)OC(C)(C)C)C (tert-butyl 4-[(4-fluorophenyl)(methyl)amino]piperidine-1-carboxylate). Isolated yield 109.1%. Reaction SMILES: [F:1][C:2]1[CH:7]=[CH:6][C:5]([NH:8][CH:9]2[CH2:14][CH2:13][N:12]([C:15]([O:17][C:18]([CH3:21])([CH3:20])[CH3:19])=[O:16])[CH2:11][CH2:10]2)=[CH:4][CH:3]=1.[H-].[Na+].[CH3:24]I.[Cl-].[NH4+]>CN(C)C=O>[F:1][C:2]1[CH:7]=[CH:6][C:5]([N:8]([CH3:24])[CH:9]2[CH2:10][CH2:11][N:12]([C:15]([O:17][C:18]([CH3:21])([CH3:20])[CH3:19])=[O:16])[CH2:13][CH2:14]2)=[CH:4][CH:3]=1 |f:1.2,4.5|. Reported procedure: To an N,N-dimethylformamide solution (5 ml) of tert-butyl 4-[(4-fluorophenyl)amino]piperidine-1-carboxylate (250 mg, 0.850 mmol) synthesized in Reference Synthesis Example 23, sodium hydride (37 mg, 0.93 mmol, purity 60%) and methyl iodide (58 μL, 0.93 mmol) were added at room temperature and the resultant solution was stirred at room temperature for 15 hours. After completion of the reaction, saturated ammonium chloride aqueous solution was added, and extraction with ethyl acetate was performed...